Dataset: the Open Reaction Database (ORD), a public repository of structured organic reaction records. Task: describe an organic reaction: reactants, conditions, products, and yield The reactants are ClC1=CC=C(C=C1)C1=CN(C=C1S(=O)(=O)C(F)(F)F)C (3-(p-chlorophenyl)-1-methyl-4-[(trifluoromethyl)sulfonyl]pyrrole), ClS(=O)(=O)N=C=O (chlorosulfonyl isocyanate), ClS(=O)(=O)N=C=O (chlorosulfonyl isocyanate), CN(C=O)C (dimethylformamide). Solvent: C(OC)COC (dimethoxyethane), O (water). Run at time 24 hour. Yields the product ethyl acetate hexanes, ClC=1N(C=C(C1C1=CC=C(C=C1)Cl)S(=O)(=O)C(F)(F)F)C (2-Chloro-3-(p-chlorophenyl)-1-methyl-4-[(trifluoromethyl)sulfonyl]pyrrole). Yield: 37.2%. As a reaction SMILES: [Cl:1][C:2]1[CH:7]=[CH:6][C:5]([C:8]2[C:12]([S:13]([C:16]([F:19])([F:18])[F:17])(=[O:15])=[O:14])=[CH:11][N:10]([CH3:20])[CH:9]=2)=[CH:4][CH:3]=1.[Cl:21]S(N=C=O)(=O)=O.CN(C)C=O>C(COC)OC.O>[Cl:21][C:9]1[N:10]([CH3:20])[CH:11]=[C:12]([S:13]([C:16]([F:17])([F:19])[F:18])(=[O:14])=[O:15])[C:8]=1[C:5]1[CH:4]=[CH:3][C:2]([Cl:1])=[CH:7][CH:6]=1. Procedure: A solution of 3-(p-chlorophenyl)-1-methyl-4-[(trifluoromethyl)sulfonyl]pyrrole (0.5 g, 0.0015 mol) in dimethoxyethane is treated with chlorosulfonyl isocyanate (0.3 mL, 0.0034 mol), stirred for 24 hours at room temperature, treated with additional chlorosulfonyl isocyanate (0.6 mL, 0.0068 mol), stirred for 24 hours, treated with dimethylformamide (2 mL), stirred for one hour, diluted with water and extracted with ether. The combined organic extractes are washed with water, dried and concentrated...